This data is from the Open Reaction Database (ORD), a public repository of structured organic reaction records. The task is: describe an organic reaction: reactants, conditions, products, and yield The reactants are C(C)OP(=O)(OCC)CCC1=C(C=CC=C1)CC(C(=O)OCC)(C(=O)OCC)NC(C)=O (ethyl 3-[2-(2-diethylphosponoethyl)-phenyl]-2-acetamido-2-carboethoxypropanoate). Reported procedure: A solution of 7.9 g (16.8 mmol) of ethyl 3-[2-(2-diethylphosponoethyl)-phenyl]-2-acetamido-2-carboethoxypropanoate in 40 mL of 6N HCl was stirred at vigorous reflux for 14 h. After cooling to room temperature the reaction mixture was concentrated at reduced pressure yielding an oil. This oil was washed with four 25 mL portions of water then dissolved in 20 mL 95% ethanol and propylene oxide added dropwise. The precipitated crude acid was collected by filtration. Recrystallization from dilute eth... Solvent: Cl (HCl). Reaction SMILES: C([O:3][P:4]([CH2:9][CH2:10][C:11]1[CH:16]=[CH:15][CH:14]=[CH:13][C:12]=1[CH2:17][C:18]([NH:29]C(=O)C)(C(OCC)=O)[C:19]([O:21]CC)=[O:20])([O:6]CC)=[O:5])C>Cl>[P:4]([CH2:9][CH2:10][C:11]1[CH:16]=[CH:15][CH:14]=[CH:13][C:12]=1[CH2:17][CH:18]([NH2:29])[C:19]([OH:21])=[O:20])([OH:6])([OH:5])=[O:3]. The product is P(=O)(O)(O)CCC1=C(C=CC=C1)CC(C(=O)O)N (3-[2-(2-Phosphonoethyl)phenyl]-2-aminopropanoic acid).